From a dataset of the Open Reaction Database (ORD), a public repository of structured organic reaction records. describe an organic reaction: reactants, conditions, products, and yield The reactants are COc1cc(OC)nc(NC(=O)Oc2ccccc2)n1, CC#N, COC(=O)c1ccc(C(=O)NC(C)C)cc1S(N)(=O)=O, Cl, C1CCC2=NCCCN2CC1. Yields the product COC(=O)c1ccc(C(=O)NC(C)C)cc1S(=O)(=O)NC(=O)Nc1nc(OC)cc(OC)n1. As a reaction SMILES: [CH3:21][O:22][c:23]1[n:24][c:25]([NH:31][C:32]([O:33][c:35]2[cH:36][cH:37][cH:38][cH:39][cH:40]2)=[O:34])[n:26][c:27]([O:29][CH3:30])[cH:28]1.[CH3:53][C:54]#[N:55].[CH:1]([CH3:2])([CH3:3])[NH:4][C:5](=[O:6])[c:7]1[cH:8][c:9]([S:17]([NH2:18])(=[O:19])=[O:20])[c:10]([C:11](=[O:12])[O:13][CH3:14])[cH:15][cH:16]1.[ClH:52].[N:41]12[CH2:42][CH2:43][CH2:44][N:45]=[C:46]1[CH2:47][CH2:48][CH2:49][CH2:50][CH2:51]2>>[CH:1]([CH3:2])([CH3:3])[NH:4][C:5](=[O:6])[c:7]1[cH:8][c:9]([S:17]([NH:18][C:32]([NH:31][c:25]2[n:24][c:23]([O:22][CH3:21])[cH:28][c:27]([O:29][CH3:30])[n:26]2)=[O:33])(=[O:19])=[O:20])[c:10]([C:11](=[O:12])[O:13][CH3:14])[cH:15][cH:16]1. The product is NC1=CC=C(C=N1)C1=CC=C(C=C1)C=1N(C(C2=C(N1)N(N=C2)C=2C=C(C=CC2)NS(=O)(=O)C)=O)C2=CC=C(C=C2)Cl (N-{3-[6-[4-(6-amino-pyridin-3-yl)-phenyl]-5-(4-chloro-phenyl)-4-oxo-4,5-dihydro-pyrazolo[3,4-d]pyrimidin-1-yl]-phenyl}-methane sulfonamide). Reaction SMILES: [Cl:1][C:2]1[CH:7]=[CH:6][C:5]([N:8]2[C:13](=[O:14])[C:12]3[CH:15]=[N:16][N:17]([C:18]4[CH:19]=[C:20]([NH:24][S:25]([CH3:28])(=[O:27])=[O:26])[CH:21]=[CH:22][CH:23]=4)[C:11]=3[N:10]=[C:9]2[C:29]2[CH:34]=[CH:33][C:32](B3OC(C)(C)C(C)(C)O3)=[CH:31][CH:30]=2)=[CH:4][CH:3]=1.[NH2:44][C:45]1[CH:50]=[CH:49][C:48](Br)=[CH:47][N:46]=1.C(=O)([O-])[O-].[Cs+].[Cs+]>CN(C)C=O.C1C=CC(P(C2C=CC=CC=2)[C-]2C=CC=C2)=CC=1.C1C=CC(P(C2C=CC=CC=2)[C-]2C=CC=C2)=CC=1.Cl[Pd]Cl.[Fe+2]>[NH2:44][C:45]1[N:46]=[CH:47][C:48]([C:32]2[CH:33]=[CH:34][C:29]([C:9]3[N:8]([C:5]4[CH:4]=[CH:3][C:2]([Cl:1])=[CH:7][CH:6]=4)[C:13](=[O:14])[C:12]4[CH:15]=[N:16][N:17]([C:18]5[CH:19]=[C:20]([NH:24][S:25]([CH3:28])(=[O:26])=[O:27])[CH:21]=[CH:22][CH:23]=5)[C:11]=4[N:10]=3)=[CH:30][CH:31]=2)=[CH:49][CH:50]=1 |f:2.3.4,6.7.8.9|. Reactants: NC1=NC=C(C=C1)Br (2-amino-5-bromopyridine), C([O-])([O-])=O.[Cs+].[Cs+] (cesium carbonate), ClC1=CC=C(C=C1)N1C(=NC2=C(C1=O)C=NN2C=2C=C(C=CC2)NS(=O)(=O)C)C2=CC=C(C=C2)B2OC(C(O2)(C)C)(C)C (N-(3-{5-(4-chloro-phenyl)-4-oxo-6-[4-(4,4,5,5-tetramethyl-[1,3,2]dioxaborolan-2-yl)phenyl]-4,5-dihydro-pyrazolo[3,4-d]pyrimidin-1-yl}-phenyl)-methanesulfonamide). Procedure details: In the last step, a solution of N-(3-{5-(4-chloro-phenyl)-4-oxo-6-[4-(4,4,5,5-tetramethyl-[1,3,2]dioxaborolan-2-yl)phenyl]-4,5-dihydro-pyrazolo[3,4-d]pyrimidin-1-yl}-phenyl)-methane sulfonamide (5, 0.5 g, 0.89 mmol) in N,N-dimethylformamide (15 mL) is degassed with argon for 0.5 h. Then 2-amino-5-bromopyridine (0.21 g, 1.22 mmol), cesium carbonate (0.53 g, 1.618 mmol), Pd(dppf)2Cl2 (0.03 g, 0.04 mmol) are added and the resulting solution is degassed with argon for 0.5 h. The reaction mixture is ... The solvent is CN(C=O)C (N,N-dimethylformamide). The reagents and catalysts are C1=CC=C(C=C1)P([C-]2C=CC=C2)C3=CC=CC=C3.C1=CC=C(C=C1)P([C-]2C=CC=C2)C3=CC=CC=C3.Cl[Pd]Cl.[Fe+2] (Pd(dppf)2Cl2). Reaction conditions: temperature 100 celsius. The reactants are C1(\C=C/C(=O)O1)=O (maleic anhydride), C=CC1=CC=CC=C1 (styrene), [OH-].[NH4+] (ammonium hydroxide), solids, [OH-].[NH4+] (ammonium hydroxide), starch, styrene-maleic anhydride copolymer, 275. Solvent: O (water). Product: C(=CC1=CC=CC=C1)/C/1=C/C(=O)OC1=O (styrene-maleic anhydride), starch. Reaction SMILES: [CH2:1]=[CH:2][C:3]1[CH:8]=[CH:7][CH:6]=[CH:5][CH:4]=1.[C:9]1(=[O:15])[O:14][C:12](=[O:13])[CH:11]=[CH:10]1.[OH-].[NH4+]>O>[CH:1]([C:10]1=[CH:11][C:12]([O:14][C:9]1=[O:15])=[O:13])=[CH:2][C:3]1[CH:8]=[CH:7][CH:6]=[CH:5][CH:4]=1 |f:2.3|. Procedure: Polymers of hydrolyzed styrene-maleic anhydride and starch were prepared according to the following process: Three or six parts of starch and one part SMA 3000 (styrene-maleic anhydride copolymer sold by Arco Chemical Company, having a ratio of styrene or maleic anhydride of 3:1, a molecular weight of 1900 and an acid number of 275) were added to and heated in water for 45 minutes at a temperature of 160° F. with stirring. Then 0.88 parts of 28% ammonium hydroxide (per part of SMA) was added wit... The reactants are COC(OC)c1cnc(-c2cc3nccc(Oc4ccc([N+](=O)[O-])cc4F)c3s2)n1C, CC(C)=O, Cl, O. Yields the product Cn1c(C=O)cnc1-c1cc2nccc(Oc3ccc([N+](=O)[O-])cc3F)c2s1. As a reaction SMILES: [CH3:1][O:2][CH:3]([c:4]1[cH:5][n:6][c:7](-[c:10]2[cH:11][c:12]3[n:13][cH:14][cH:15][c:16]([O:19][c:20]4[c:21]([F:29])[cH:22][c:23]([N+:26](=[O:27])[O-:28])[cH:24][cH:25]4)[c:17]3[s:18]2)[n:8]1[CH3:9])[O:30][CH3:31].[CH3:33][C:34](=[O:35])[CH3:36].[ClH:32].[OH2:37]>>[O:2]=[CH:3][c:4]1[cH:5][n:6][c:7](-[c:10]2[cH:11][c:12]3[n:13][cH:14][cH:15][c:16]([O:19][c:20]4[c:21]([F:29])[cH:22][c:23]([N+:26](=[O:27])[O-:28])[cH:24][cH:25]4)[c:17]3[s:18]2)[n:8]1[CH3:9]. Reactants: FC1=CC=C(C=C1)CNC1=C(C=CC=C1)NC(=S)NCCN1CCC(CC1)NC1=NC2=C(N1CC1=CC=C(C=C1)F)C=CC=C2 (N-{2-[(4-fluorophenylmethyl)amino]phenyl}-N'-[2-{4-[1-(4-fluorophenylmethyl)-1H-benzimidazol-2-ylamino]-1-piperidinyl}ethyl]thiourea), [S] (sulfur). The reagents and catalysts are [Hg]=O (mercury (II) oxide). Solvent: O1CCCC1 (tetrahydrofuran). Product: FC1=CC=C(C=C1)CN1C(=NC2=C1C=CC=C2)NC2CCN(CC2)CCNC2=NC1=C(N2CC2=CC=C(C=C2)F)C=CC=C1 (1-(4-fluorophenylmethyl)-N-[1-{2-[1-(4-fluorophenylmethyl)-1H-benzimidazol-2-ylamino]ethyl}-4-piperidinyl]-1H-benzimidazol-2-amine). The yield is 20.0%. As a reaction SMILES: [F:1][C:2]1[CH:7]=[CH:6][C:5]([CH2:8][NH:9][C:10]2[CH:15]=[CH:14][CH:13]=[CH:12][C:11]=2[NH:16][C:17]([NH:19][CH2:20][CH2:21][N:22]2[CH2:27][CH2:26][CH:25]([NH:28][C:29]3[N:33]([CH2:34][C:35]4[CH:40]=[CH:39][C:38]([F:41])=[CH:37][CH:36]=4)[C:32]4[CH:42]=[CH:43][CH:44]=[CH:45][C:31]=4[N:30]=3)[CH2:24][CH2:23]2)=S)=[CH:4][CH:3]=1.[S]>[Hg]=O.O1CCCC1>[F:41][C:38]1[CH:39]=[CH:40][C:35]([CH2:34][N:33]2[C:32]3[CH:42]=[CH:43][CH:44]=[CH:45][C:31]=3[N:30]=[C:29]2[NH:28][CH:25]2[CH2:26][CH2:27][N:22]([CH2:21][CH2:20][NH:19][C:17]3[N:9]([CH2:8][C:5]4[CH:6]=[CH:7][C:2]([F:1])=[CH:3][CH:4]=4)[C:10]4[CH:15]=[CH:14][CH:13]=[CH:12][C:11]=4[N:16]=3)[CH2:23][CH2:24]2)=[CH:36][CH:37]=1 |^3:45|. Procedure details: A mixture of 6 parts of N-{2-[(4-fluorophenylmethyl)amino]phenyl}-N'-[2-{4-[1-(4-fluorophenylmethyl)-1H-benzimidazol-2-ylamino]-1-piperidinyl}ethyl]thiourea, 3.2 parts of mercury (II) oxide, 0.1 parts of sulfur. and 90 parts of tetrahydrofuran is stirred and refluxed for 3 hours. The reaction mixture is filtered over Hyflo and the filtrate is evaporated. The residue is purified by column-chromatography over silica gel using a mixture of trichloromethane and methanol (98:2 by volume) as eluent. T... The reactants are CCCC(NC(C)C(=O)OCc1ccccc1)C(=O)OCC, CC#N, CCO, [H][H]. The product is CCCC(NC(C)C(=O)O)C(=O)OCC. As a reaction SMILES: [CH2:1]([c:2]1[cH:3][cH:4][cH:5][cH:6][cH:7]1)[O:8][C:9]([CH:10]([NH:11][CH:12]([CH2:13][CH2:14][CH3:15])[C:16](=[O:17])[O:18][CH2:19][CH3:20])[CH3:21])=[O:22].[CH3:25][C:26]#[N:27].[CH3:28][CH2:29][OH:30].[H:23][H:24]>>[O:8]=[C:9]([CH:10]([NH:11][CH:12]([CH2:13][CH2:14][CH3:15])[C:16](=[O:17])[O:18][CH2:19][CH3:20])[CH3:21])[OH:22]. RXN SMILES: [C:1]1([C:12]2[CH:17]=[CH:16][CH:15]=[CH:14][CH:13]=2)[CH:6]=[CH:5][CH:4]=[CH:3][C:2]=1[C:7]([CH3:11])=[CH:8][CH:9]=O.[CH:18]([NH2:21])([CH3:20])[CH3:19]>CO.[Ni]>[CH:18]([NH:21][CH2:9][CH2:8][CH:7]([C:2]1[CH:3]=[CH:4][CH:5]=[CH:6][C:1]=1[C:12]1[CH:17]=[CH:16][CH:15]=[CH:14][CH:13]=1)[CH3:11])([CH3:20])[CH3:19]. Procedure details: A solution of 2.22 g of 3-p-biphenylyl-2-buten-1-al (obtainable by reacting 4-acetylbiphenyl with 2,2-diethoxyethylmagnesium bromide and subsequent treatment with p-toluenesulfonic acid) and 0.6 g of isopropylamine in 25 ml of methanol is heated at 200° for 5 hours in a tube. After cooling, 0.5 g of Raney nickel, moist with methanol, is added and the resulting Schiff's base is hydrogenated for one hour at 100 atms. and 80°. The mixture is cooled and filtered and 1-isopropylamino-3-p-biphenylyl-b... Solvent: CO (methanol), CO (methanol). Reactants: C1(=C(C=CC=C1)C(=CC=O)C)C1=CC=CC=C1 (3-p-biphenylyl-2-buten-1-al), C(C)(C)N (isopropylamine), Schiff's base. Product: C(C)(C)NCCC(C)C1=C(C=CC=C1)C1=CC=CC=C1 (1-isopropylamino-3-p-biphenylyl-butane). Reagents/catalysts: [Ni] (Raney nickel). Reactants: [OH-].[K+] (potassium hydroxide), C(C)OC(C(C(=O)OCC)CC1=C(C=CC=C1)Br)=O (2-(2-Bromo-benzyl)-malonic acid diethyl ester), [OH-].[K+] (potassium hydroxide), [OH-].[K+] (potassium hydroxide), [OH-].[K+] (potassium hydroxide). Solvent: O (water). Reaction conditions: temperature 80 celsius. Product: BrC1=C(C=CC=C1)CCC(=O)O (3-(2-Bromo-phenyl)-propionic acid). Reaction SMILES: C([O:3][C:4](=[O:19])[CH:5]([CH2:11][C:12]1[CH:17]=[CH:16][CH:15]=[CH:14][C:13]=1[Br:18])C(OCC)=O)C.[OH-].[K+]>O>[Br:18][C:13]1[CH:14]=[CH:15][CH:16]=[CH:17][C:12]=1[CH2:11][CH2:5][C:4]([OH:19])=[O:3] |f:1.2|. Procedure: A 4-neck 2 litre round bottom flask with equipped with a reflux condenser, thermometer and stirrer, is charged with 230 g (0.70 mol) of 2-(2-Bromo-benzyl)-malonic acid diethyl ester and placed in an oil bath. A solution of 225.8 g (4.02 mol) potassium hydroxide in 225 ml water is slowly added with stirring. The reaction temperature is carefully monitored and the addition of the potassium hydroxide solution is interrupted as soon as a significantly exothermic reaction starts. The temperature may ...